From a dataset of the Open Reaction Database (ORD), a public repository of structured organic reaction records. describe an organic reaction: reactants, conditions, products, and yield The reactants are C=CC1=CC=CC=C1 (Styrene), C(=C)C1=NC=CC=C1 (2-vinylpyridine). Run in O (water). The product is C(=C)C1=NC=CC=C1.C(=C)C1=C(C=CC=C1)C=C.C=CC1=CC=CC=C1 (2-Vinylpyridine styrene-divinylbenzene). Yield: 232.3%. As a reaction SMILES: [CH2:1]=[CH:2][C:3]1[CH:8]=[CH:7][CH:6]=[CH:5][CH:4]=1.[CH:9]([C:11]1[CH:16]=[CH:15][CH:14]=[CH:13][N:12]=1)=[CH2:10]>O>[CH:9]([C:11]1[CH:16]=[CH:15][CH:14]=[CH:13][N:12]=1)=[CH2:10].[CH:2]([C:3]1[CH:8]=[CH:7][CH:6]=[CH:5][C:4]=1[CH:9]=[CH2:10])=[CH2:1].[CH2:1]=[CH:2][C:3]1[CH:8]=[CH:7][CH:6]=[CH:5][CH:4]=1 |f:3.4.5|. Procedure details: Styrene (73 grams), 2-vinylpyridine (24 grams), dinvinylbenzene (4 grams), Natrasol 250H (0.3 grams) and 600 ml of water were reacted as in Example 1. There were obtained 90 grams of white solids containing 3.4% nitrogen. Reactants: Cl (hydrochloric acid), C1(CC1)C=1C=C(C=CC1S(=O)(=O)C1CC1)[C@H](C(=O)NC1=NC=C(N=C1)CCOC1OCCCC1)CC1CCOCC1 ((2R)-2-[3-cyclopropyl-4-(cyclopropylsulfonyl)phenyl]-3-(tetrahydro-2H-pyran-4-yl)-N-{5-[2-(tetrahydro-2H-pyran-2-yloxy)ethyl]pyrazin-2-yl}propanamide), O (water). Solvent: C1CCOC1 (THF). Reaction conditions: time 2 hour. Product: C1(CC1)C=1C=C(C=CC1S(=O)(=O)C1CC1)[C@H](C(=O)NC1=NC=C(N=C1)CCO)CC1CCOCC1 ((2R)-2-[3-cyclopropyl-4-(cyclopropylsulfonyl)phenyl]-N-[5-(2-hydroxyethyl)pyrazin-2-yl]-3-(tetrahydro-2H-pyran-4-yl)propanamide). Isolated yield 93.1%. RXN SMILES: [CH:1]1([C:4]2[CH:5]=[C:6]([C@@H:16]([CH2:35][CH:36]3[CH2:41][CH2:40][O:39][CH2:38][CH2:37]3)[C:17]([NH:19][C:20]3[CH:25]=[N:24][C:23]([CH2:26][CH2:27][O:28]C4CCCCO4)=[CH:22][N:21]=3)=[O:18])[CH:7]=[CH:8][C:9]=2[S:10]([CH:13]2[CH2:15][CH2:14]2)(=[O:12])=[O:11])[CH2:3][CH2:2]1.Cl.O>C1COCC1>[CH:1]1([C:4]2[CH:5]=[C:6]([C@@H:16]([CH2:35][CH:36]3[CH2:41][CH2:40][O:39][CH2:38][CH2:37]3)[C:17]([NH:19][C:20]3[CH:25]=[N:24][C:23]([CH2:26][CH2:27][OH:28])=[CH:22][N:21]=3)=[O:18])[CH:7]=[CH:8][C:9]=2[S:10]([CH:13]2[CH2:14][CH2:15]2)(=[O:11])=[O:12])[CH2:3][CH2:2]1. Reported procedure: A mixture of (2R)-2-[3-cyclopropyl-4-(cyclopropylsulfonyl)phenyl]-3-(tetrahydro-2H-pyran-4-yl)-N-{5-[2-(tetrahydro-2H-pyran-2-yloxy)ethyl]pyrazin-2-yl}propanamide (118 mg) in THF (10 mL) was added 1 M hydrochloric acid (10 mL) at room temperature, followed by stirring for 2 hours. To the reaction mixture was added water, followed by extraction with ethyl acetate. The organic layer was sequentially washed with saturated aqueous sodium bicarbonate and saturated brine, and dried over anhydrous magn... Conditions: time 24 hour. The solvent is C1(=CC=CC=C1)C (toluene). Procedure details: 0.4 g (3 mmol) of trichlorosilane and 10 mg of H2PtCl6.6H2 O were added to a solution of 0.52 g (1 mmol) of (3-butenyl)(methyl)silanediyl[bis(2-methylindenyl)]zirconium dichloride in 5 ml of toluene. After stirring for 24 hours at room temperature, the excess trichlorosilane and the toluene were removed in an oil pump vacuum. This gives 0.69 g of an oil which no longer shows any resonance signals of the vinyl protons in the 1H-NMR spectrum. Reaction SMILES: [Cl:1][SiH:2]([Cl:4])[Cl:3].[Cl-:5].[Cl-].[CH2:7]([Zr:11]([CH3:33])(=[SiH2:32])([CH:22]1[C:30]2[C:25](=[CH:26][CH:27]=[CH:28][CH:29]=2)[CH:24]=[C:23]1[CH3:31])[CH:12]1[C:20]2[C:15](=[CH:16][CH:17]=[CH:18][CH:19]=2)[CH:14]=[C:13]1[CH3:21])[CH2:8][CH:9]=[CH2:10]>C1(C)C=CC=CC=1>[Cl-:1].[Cl-:5].[Cl:1][Si:2]([Cl:4])([Cl:3])[CH2:10][CH2:9][CH2:8][CH2:7][Zr:11]([CH3:33])(=[SiH2:32])([CH:22]1[C:30]2[C:25](=[CH:26][CH:27]=[CH:28][CH:29]=2)[CH:24]=[C:23]1[CH3:31])[CH:12]1[C:20]2[C:15](=[CH:16][CH:17]=[CH:18][CH:19]=2)[CH:14]=[C:13]1[CH3:21] |f:1.2.3,5.6.7|. Reactants: Cl[SiH](Cl)Cl (trichlorosilane), H2PtCl6, [Cl-].[Cl-].C(CC=C)[Zr](C1C(=CC2=CC=CC=C12)C)(C1C(=CC2=CC=CC=C12)C)(=[SiH2])C ((3-butenyl)(methyl)silanediyl[bis(2-methylindenyl)]zirconium dichloride). Product: [Cl-].[Cl-].Cl[Si](CCCC[Zr](C1C(=CC2=CC=CC=C12)C)(C1C(=CC2=CC=CC=C12)C)(=[SiH2])C)(Cl)Cl ((4-trichlorosilyl-n-butyl)(methyl)silanediyl[bis(2-methylindenyl)]zirconium dichloride). The reactants are FC(C(=O)O)(F)F (trifluoroacetic acid), C(C)(C)(C)NC(=O)C1=CN(C2=NC=C(N=C21)C2=NN(C1=CC(=CC=C21)F)CC(=O)N2CCOCC2)COCC[Si](C)(C)C (2-[6-fluoro-1-(2-morpholin-4-yl-2-oxo-ethyl)-1H-indazol-3-yl]-5-(2-trimethylsilanyl-ethoxymethyl)-5H-pyrrolo[2,3-b]pyrazine-7-carboxylic acid tert-butylamide), C(CN)N (ethylenediamine). Run in ClCCl (dichloromethane). Conditions: time 2 hour. The product is C(C)(C)(C)NC(=O)C1=CNC2=NC=C(N=C21)C2=NN(C1=CC(=CC=C21)F)CC(=O)N2CCOCC2 (2-[6-fluoro-1-(2-morpholin-4-yl-2-oxo-ethyl)-1H-indazol-3-yl]-5H-pyrrolo[2,3-b]pyrazine-7-carboxylic acid tert-butylamide). The yield is 61.0%. As a reaction SMILES: [C:1]([NH:5][C:6]([C:8]1[C:16]2[C:11](=[N:12][CH:13]=[C:14]([C:17]3[C:25]4[C:20](=[CH:21][C:22]([F:26])=[CH:23][CH:24]=4)[N:19]([CH2:27][C:28]([N:30]4[CH2:35][CH2:34][O:33][CH2:32][CH2:31]4)=[O:29])[N:18]=3)[N:15]=2)[N:10](COCC[Si](C)(C)C)[CH:9]=1)=[O:7])([CH3:4])([CH3:3])[CH3:2].FC(F)(F)C(O)=O.C(N)CN>ClCCl>[C:1]([NH:5][C:6]([C:8]1[C:16]2[C:11](=[N:12][CH:13]=[C:14]([C:17]3[C:25]4[C:20](=[CH:21][C:22]([F:26])=[CH:23][CH:24]=4)[N:19]([CH2:27][C:28]([N:30]4[CH2:35][CH2:34][O:33][CH2:32][CH2:31]4)=[O:29])[N:18]=3)[N:15]=2)[NH:10][CH:9]=1)=[O:7])([CH3:4])([CH3:2])[CH3:3]. Reported procedure: In a round-bottomed flask, 2-[6-fluoro-1-(2-morpholin-4-yl-2-oxo-ethyl)-1H-indazol-3-yl]-5-(2-trimethylsilanyl-ethoxymethyl)-5H-pyrrolo[2,3-b]pyrazine-7-carboxylic acid tert-butylamide (81 mg, 0.13 mmol) was dissolved in dichloromethane (0.7 ml) and trifluoroacetic acid (0.41 ml, 5.32 mmol) was added. The yellow reaction mixture was stirred at room temperature for 2 h then concentrated. The residue was dissolved in dichloromethane (0.7 ml) and ethylenediamine (0.54 ml, 8.00 mmol) was added. The ... Reported procedure: To a solution of 3-(3,3-dimethyl-1-oxo-1,2,3,4-tetrahydro-isoquinolin-4-yl)-3H-imidazole-4-carboxylic acid methyl ester (55 mg, 0.184 mmol) in DMF (3.7 mL) at −10° C. is added sodium hydride (60% dispersion in oil 10 mg, 0.25 mmol). The reaction is stirred for 5 min at −10° C. and then placed at room temperature for 10 min. The resulting red solution is re-cooled to −10° C. and methyl iodide (0.025 mL, 0.40 mmol) is added dropwise. The reaction is placed at room temperature. After 10 min the yel... As a reaction SMILES: [CH3:1][O:2][C:3]([C:5]1[N:6]([CH:10]2[C:19]3[C:14](=[CH:15][CH:16]=[CH:17][CH:18]=3)[C:13](=[O:20])[NH:12][C:11]2([CH3:22])[CH3:21])[CH:7]=[N:8][CH:9]=1)=[O:4].[H-].[Na+].[CH3:25]I>CN(C=O)C>[CH3:1][O:2][C:3]([C:5]1[N:6]([CH:10]2[C:19]3[C:14](=[CH:15][CH:16]=[CH:17][CH:18]=3)[C:13](=[O:20])[N:12]([CH3:25])[C:11]2([CH3:22])[CH3:21])[CH:7]=[N:8][CH:9]=1)=[O:4] |f:1.2|. Conditions: temperature -10 celsius, time 5 minute. The reactants are COC(=O)C=1N(C=NC1)C1C(NC(C2=CC=CC=C12)=O)(C)C (3-(3,3-dimethyl-1-oxo-1,2,3,4-tetrahydro-isoquinolin-4-yl)-3H-imidazole-4-carboxylic acid methyl ester), [H-].[Na+] (sodium hydride), oil, CI (methyl iodide). The solvent is CN(C)C=O (DMF). Yields the product COC(=O)C=1N(C=NC1)C1C(N(C(C2=CC=CC=C12)=O)C)(C)C (3-(2,3,3-trimethyl-1-oxo-1,2,3,4-tetrahydro-isoquinolin-4-yl)-3H-imidazole-4-carboxylic acid methyl ester). The reactants are [Fe-4](C#N)(C#N)(C#N)(C#N)(C#N)C#N (ferrocyanide), [Ni] (nickel). Product: [Fe-4](C#N)(C#N)(C#N)(C#N)(C#N)C#N.[Ni+4] (nickel ferrocyanide). RXN SMILES: [Fe-4:1]([C:12]#[N:13])([C:10]#[N:11])([C:8]#[N:9])([C:6]#[N:7])([C:4]#[N:5])[C:2]#[N:3].[Ni:14]>>[Fe-4:1]([C:10]#[N:11])([C:6]#[N:7])([C:2]#[N:3])([C:4]#[N:5])([C:8]#[N:9])[C:12]#[N:13].[Ni+4:14] |f:2.3|. Reported procedure: 300 mg/l of ferrocyanide ions and 100 mg/l of nickel ions, Starting materials: N(=NC(=O)OCC)C(=O)OCC (diethyl azodicarboxylate), N1C=CC2=CC(=CC=C12)C(=O)O (indole-5-carboxylic acid), C(C1=CC=CC=C1)O (benzyl alcohol), C1(=CC=CC=C1)P(C1=CC=CC=C1)C1=CC=CC=C1 (triphenylphosphine). Solvent: O1CCCC1 (tetrahydrofuran). Conditions: time 24 hour. The product is N1C=CC2=CC(=CC=C12)C(=O)OCC1=CC=CC=C1 (benzyl indole-5-carboxylate). The yield is 69.7%. As a reaction SMILES: [NH:1]1[C:9]2[C:4](=[CH:5][C:6]([C:10]([OH:12])=[O:11])=[CH:7][CH:8]=2)[CH:3]=[CH:2]1.[CH2:13](O)[C:14]1[CH:19]=[CH:18][CH:17]=[CH:16][CH:15]=1.C1(P(C2C=CC=CC=2)C2C=CC=CC=2)C=CC=CC=1.N(C(OCC)=O)=NC(OCC)=O>O1CCCC1>[NH:1]1[C:9]2[C:4](=[CH:5][C:6]([C:10]([O:12][CH2:13][C:14]3[CH:19]=[CH:18][CH:17]=[CH:16][CH:15]=3)=[O:11])=[CH:7][CH:8]=2)[CH:3]=[CH:2]1. Reported procedure: A solution of indole-5-carboxylic acid (68.3 g), benzyl alcohol (64.9 g) and triphenylphosphine (157.0 g) in tetrahydrofuran (1.2 L) was cooled to 5° C. and treated dropwise with diethyl azodicarboxylate (90.0 g). Upon completion of the addition, the mixture was allowed to warm to room temperature. The reaction was stirred for 24 hours and then evaporated. The residue was taken up in diethyl ether (1 L) and filtered. The filtrate was evaporated to give a yellow syrup which was purified by flash ... The reactants are O=C(O)c1cnc(Cl)cc1Nc1ccc(Br)cc1Cl, CCOCC, O=C1CCC(=O)N1Cl, Cl, [Na+], CN(C)C=O, O, O=S([O-])O. The product is O=C(O)c1cnc(Cl)c(Cl)c1Nc1ccc(Br)cc1Cl. As a reaction SMILES: [Br:10][c:11]1[cH:12][c:13]([Cl:28])[c:14]([NH:17][c:18]2[cH:19][c:20]([Cl:27])[n:21][cH:22][c:23]2[C:24](=[O:25])[OH:26])[cH:15][cH:16]1.[CH3:29][CH2:30][O:31][CH2:32][CH3:33].[Cl:1][N:2]1[C:3](=[O:4])[CH2:5][CH2:6][C:7]1=[O:8].[ClH:9].[Na+:43].[O:34]=[CH:35][N:36]([CH3:37])[CH3:38].[OH2:44].[S:39](=[O:40])([OH:41])[O-:42]>>[Cl:1][c:19]1[c:18]([NH:17][c:14]2[c:13]([Cl:28])[cH:12][c:11]([Br:10])[cH:16][cH:15]2)[c:23]([C:24](=[O:25])[OH:26])[cH:22][n:21][c:20]1[Cl:27]. Starting materials: O=C1C(C(=O)O)C=C(C=N1)C1=NC=NC=C1 (2-oxo-5-(4-pyrimidinyl)nicotinic acid), N1=CC=CC2=CC=CC=C12 (quinoline). Run in CCOCC (ether). Conditions: time 30 minute. The product is N1=CN=C(C=C1)C=1C=CC(NC1)=O (5-(4-pyrimidyl)-2(1H)pyridone). As a reaction SMILES: [O:1]=[C:2]1[N:10]=[CH:9][C:8]([C:11]2[CH:16]=[CH:15][N:14]=[CH:13][N:12]=2)=[CH:7][CH:3]1C(O)=O.N1C2C(=CC=CC=2)C=CC=1>CCOCC>[N:14]1[CH:15]=[CH:16][C:11]([C:8]2[CH:7]=[CH:3][C:2](=[O:1])[NH:10][CH:9]=2)=[N:12][CH:13]=1. Reported procedure: 90.8 g of 2-oxo-5-(4-pyrimidinyl)nicotinic acid was mixed with 900 ml of quinoline and then heated to reflux overnight. The mixture was then cooled and poured into 1800 ml of anhydrous ether. The mixture was stirred for 30 minutes, filtered and the solid was washed with 2 liters of ether. The solid was dried, recrystallized in 100 ml of hot dimethylformamide and dried to yield 5-(4-pyrimidyl)-2(1H)pyridone m.p. 250° C.